Dataset: the Open Reaction Database (ORD), a public repository of structured organic reaction records. Task: describe an organic reaction: reactants, conditions, products, and yield Reactants: Cl (hydrochloric acid), BrC(C(=O)Cl)=C (2-bromopropenoyl chloride), NC1=CC=CC=C1 (aniline), C(C)N(C1=CC=CC=C1)CC (N,N-diethylaniline). The solvent is C(Cl)Cl (methylene chloride). Conditions: time 2 hour. The product is BrC(C(=O)NC1=CC=CC=C1)=C (2-bromo-N-phenyl-2-propenamide). Yield: 65.5%. As a reaction SMILES: [Br:1][C:2](=[CH2:6])[C:3](Cl)=[O:4].C([N:9](CC)[C:10]1[CH:15]=[CH:14][CH:13]=[CH:12][CH:11]=1)C.NC1C=CC=CC=1.Cl>C(Cl)Cl>[Br:1][C:2](=[CH2:6])[C:3]([NH:9][C:10]1[CH:15]=[CH:14][CH:13]=[CH:12][CH:11]=1)=[O:4]. Procedure: A vigorously stirred solution of 4.5 grams (0.027 mole) of 2-bromopropenoyl chloride (Step B product) in 150 ml of dried methylene chloride was cooled to 5°±5°. To this was added dropwise 4.0 grams (0.027 mole) of N,N-diethylaniline at such a rate that the reaction mixture temperature did not exceed 10°. Upon completion of addition, 2.5 grams (0.027 mole) of aniline was added dropwise while continuing to maintain the reaction mixture temperature below 10°. The reaction mixture was allowed to war... Starting materials: C(C1=CC=CC=C1)OC1=C(C=C2CNC=NC2=C1)OC.N1=CNC(C2=CC=CC=C12)=O (7-benzyloxy-6-methoxy-3,4-dihydroquinazolin 3,4-dihydroquinazolin-4-one), S(=O)(Cl)Cl (thionyl chloride). Solvent: CN(C)C=O (DMF). Product: C(C1=CC=CC=C1)OC1=C(C=C2C(=NC=NC2=C1)Cl)OC (7-benzyloxy-4-chloro-6-methoxyquinazoline). As a reaction SMILES: [CH2:1]([O:8][C:9]1[CH:18]=[C:17]2[C:12]([CH2:13][NH:14][CH:15]=[N:16]2)=[CH:11][C:10]=1[O:19][CH3:20])[C:2]1[CH:7]=[CH:6][CH:5]=[CH:4][CH:3]=1.N1C2C(=CC=CC=2)C(=O)NC=1.S(Cl)([Cl:34])=O>CN(C=O)C>[CH2:1]([O:8][C:9]1[CH:18]=[C:17]2[C:12]([C:13]([Cl:34])=[N:14][CH:15]=[N:16]2)=[CH:11][C:10]=1[O:19][CH3:20])[C:2]1[CH:3]=[CH:4][CH:5]=[CH:6][CH:7]=1 |f:0.1|. Procedure: After repetition of the reaction so described, a mixture of 7-benzyloxy-6-methoxy-3,4-dihydroquinazolin-3,4-dihydroquinazolin-4-one (20.3 g), thionyl chloride (440 ml) and DMF (1.75 ml) was heated to reflux for 4 hours. The thionyl chloride was evaporated under vacuum and the residue was azeotroped with toluene three times to give 7-benzyloxy-4-chloro-6-methoxyquinazoline.